Dataset: the Open Reaction Database (ORD), a public repository of structured organic reaction records. Task: describe an organic reaction: reactants, conditions, products, and yield The reactants are ClC1=C2C(=NC=C1)C=C(S2)C(=O)N2C[C@@H](CC2)OCC2CC2 ((3R)-(7-chloro-thieno[3,2-b]pyridin-2-yl)-(3-cyclopropylmethoxy-pyrrolidin-1-yl)-methanone), CC=1NC2=CC=C(C=C2C1)N (2-methyl-1H-indol-5-ylamine). Yields the product C1(CC1)CO[C@H]1CN(CC1)C(=O)C1=CC2=NC=CC(=C2S1)NC=1C=C2C=C(NC2=CC1)C ((3R)-(3-Cyclopropylmethoxy-pyrrolidin-1-yl)-[7-(2-methyl-1H-indol-5-ylamino)-thieno[3,2-b]pyridin-2-yl]-methanone). As a reaction SMILES: Cl[C:2]1[CH:7]=[CH:6][N:5]=[C:4]2[CH:8]=[C:9]([C:11]([N:13]3[CH2:17][CH2:16][C@@H:15]([O:18][CH2:19][CH:20]4[CH2:22][CH2:21]4)[CH2:14]3)=[O:12])[S:10][C:3]=12.[CH3:23][C:24]1[NH:25][C:26]2[C:31]([CH:32]=1)=[CH:30][C:29]([NH2:33])=[CH:28][CH:27]=2>>[CH:20]1([CH2:19][O:18][C@@H:15]2[CH2:16][CH2:17][N:13]([C:11]([C:9]3[S:10][C:3]4[C:4](=[N:5][CH:6]=[CH:7][C:2]=4[NH:33][C:29]4[CH:30]=[C:31]5[C:26](=[CH:27][CH:28]=4)[NH:25][C:24]([CH3:23])=[CH:32]5)[CH:8]=3)=[O:12])[CH2:14]2)[CH2:22][CH2:21]1. Reported procedure: The title compound was prepared from (3R)-(7-chloro-thieno[3,2-b]pyridin-2-yl)-(3-cyclopropylmethoxy-pyrrolidin-1-yl)-methanone and 2-methyl-1H-indol-5-ylamine by a procedure analogous to Example 1C. MS: 447.2 (MH+); HPLC Rf: 5.341 min.; HPLC purity: 100%.